The task is: describe an organic reaction: reactants, conditions, products, and yield. This data is from the Open Reaction Database (ORD), a public repository of structured organic reaction records. The reactants are Cl.N1=C(N=CC=C1)C(CC)N (1-Pyrimidin-2-yl-propylamine hydrochloride), FC(C1=NC=C(C=N1)[C@H](CC)N[S@@](=O)C(C)(C)C)(F)F ((S)-2-methyl-propane-2-sulfinic acid ((S)-1-(2-trifluoromethyl-pyrimidin-5-yl)-propyl)-amide), 14k. The product is Cl.FC(C1=NC=C(C=N1)C(CC)N)(F)F (1-(2-Trifluoromethyl-pyrimidin-5-yl)-propylamine hydrochloride). Reaction SMILES: [ClH:1].N1C=CC=NC=1C(N)CC.[F:12][C:13]([F:31])([F:30])[C:14]1[N:19]=[CH:18][C:17]([C@@H:20]([NH:23][S@](C(C)(C)C)=O)[CH2:21][CH3:22])=[CH:16][N:15]=1>>[ClH:1].[F:31][C:13]([F:12])([F:30])[C:14]1[N:15]=[CH:16][C:17]([CH:20]([NH2:23])[CH2:21][CH3:22])=[CH:18][N:19]=1 |f:0.1,3.4|. Procedure details: (S)-1-(2-Trifluoromethyl-pyrimidin-5-yl)-propylamine hydrochloride was obtained in analogy to comp. no. 15a from (S)-2-methyl-propane-2-sulfinic acid ((S)-1-(2-trifluoromethyl-pyrimidin-5-yl)-propyl)-amide (Comp. No. 14k). The reactants are [Br-], COc1cc(-c2cc(=O)c3ccc(OCC4CO4)cc3o2)cc(OC)c1OC, CO, [K+], c1ccc(N2CCNCC2)cc1. Yields the product COc1cc(-c2cc(=O)c3ccc(OCC(O)CN4CCN(c5ccccc5)CC4)cc3o2)cc(OC)c1OC. As a reaction SMILES: [Br-:41].[CH3:1][O:2][c:3]1[cH:4][c:5](-[c:6]2[o:7][c:8]3[cH:9][c:10]([O:17][CH2:18][CH:19]4[CH2:20][O:21]4)[cH:11][cH:12][c:13]3[c:14](=[O:16])[cH:15]2)[cH:22][c:23]([O:27][CH3:28])[c:24]1[O:25][CH3:26].[CH3:43][OH:44].[K+:42].[c:29]1([N:35]2[CH2:36][CH2:37][NH:38][CH2:39][CH2:40]2)[cH:30][cH:31][cH:32][cH:33][cH:34]1>>[CH3:1][O:2][c:3]1[cH:4][c:5](-[c:6]2[o:7][c:8]3[cH:9][c:10]([O:17][CH2:18][CH:19]([CH2:20][N:38]4[CH2:37][CH2:36][N:35]([c:29]5[cH:30][cH:31][cH:32][cH:33][cH:34]5)[CH2:40][CH2:39]4)[OH:21])[cH:11][cH:12][c:13]3[c:14](=[O:16])[cH:15]2)[cH:22][c:23]([O:27][CH3:28])[c:24]1[O:25][CH3:26]. Reactants: C(C)(C)(C)OC(=O)N1CC2=CC=CC=C2C[C@H]1C(=O)O ((S)—N-(tert-butoxycarbonyl)-1,2,3,4-tetrahydroisoquinoline-3-carboxylic acid), NC=1C=NC(=CC1)CCCCC (3-amino-6-pentylpyridine), Cl.CN(CCCN=C=NCC)C (1-[3-(dimethylamino)propyl]-3-ethylcarbodiimide hydrochloride). Reagents/catalysts: CN(C1=CC=NC=C1)C (4-(dimethylamino)pyridine). Solvent: C(Cl)(Cl)Cl (chloroform). Run at time 8 hour. The product is C(CCCC)C1=CC=C(C=N1)NC(=O)[C@H]1N(CC2=CC=CC=C2C1)C(=O)OC(C)(C)C ((S)—N-(tert-Butoxycarbonyl)-1,2,3,4-tetrahydroisoquinoline-3-carboxylic acid(6-pentylpyridin-3-yl)amide). RXN SMILES: [C:1]([O:5][C:6]([N:8]1[C@H:17]([C:18](O)=[O:19])[CH2:16][C:15]2[C:10](=[CH:11][CH:12]=[CH:13][CH:14]=2)[CH2:9]1)=[O:7])([CH3:4])([CH3:3])[CH3:2].[NH2:21][C:22]1[CH:23]=[N:24][C:25]([CH2:28][CH2:29][CH2:30][CH2:31][CH3:32])=[CH:26][CH:27]=1.Cl.CN(C)CCCN=C=NCC>C(Cl)(Cl)Cl.CN(C)C1C=CN=CC=1>[CH2:28]([C:25]1[N:24]=[CH:23][C:22]([NH:21][C:18]([C@@H:17]2[CH2:16][C:15]3[C:10](=[CH:11][CH:12]=[CH:13][CH:14]=3)[CH2:9][N:8]2[C:6]([O:5][C:1]([CH3:4])([CH3:2])[CH3:3])=[O:7])=[O:19])=[CH:27][CH:26]=1)[CH2:29][CH2:30][CH2:31][CH3:32] |f:2.3|. Reported procedure: To a stirred solution of (S)—N-(tert-butoxycarbonyl)-1,2,3,4-tetrahydroisoquinoline-3-carboxylic acid (0.666 g, 2.40 mmol) and 3-amino-6-pentylpyridine (0.330 g, 2.01 mmol) in chloroform (10 mL) was added 1-[3-(dimethylamino)propyl]-3-ethylcarbodiimide hydrochloride (0.460 g, 2.40 mmol) and a catalytic amount of 4-(dimethylamino)pyridine. The reaction was allowed to proceed overnight and then partitioned between methylene chloride and aqueous sodium bicarbonate solution. The organic layer was dr... Starting materials: N[C@@H](CC1=CC(=CC=C1)C(C)(C)C)C(=O)N (Phe(3-tBu)-NH2), N([C@@H](CC1CCCCC1)C(=O)O)C(=O)OC(C)(C)C (Boc-Cha-OH), C=1C=CC2=C(C1)N=NN2O (HOBT), CCN=C=NCCCN(C)C.Cl (WSCI.HCl). The reagents and catalysts are CN(C)C=1C=CN=CC1 (DMAP). Solvent: CN(C)C=O (DMF), C(C)(=O)OCC (ethyl acetate). Conditions: time 1 hour. The product is N([C@@H](CC1CCCCC1)C(=O)N[C@@H](CC1=CC(=CC=C1)C(C)(C)C)C(=O)N)C(=O)OC(C)(C)C (Boc-Cha-Phe(3-tBu)-NH2). RXN SMILES: [NH2:1][C@H:2]([C:14]([NH2:16])=[O:15])[CH2:3][C:4]1[CH:9]=[CH:8][CH:7]=[C:6]([C:10]([CH3:13])([CH3:12])[CH3:11])[CH:5]=1.[NH:17]([C:29]([O:31][C:32]([CH3:35])([CH3:34])[CH3:33])=[O:30])[C@H:18]([C:26](O)=[O:27])[CH2:19][CH:20]1[CH2:25][CH2:24][CH2:23][CH2:22][CH2:21]1.C1C=CC2N(O)N=NC=2C=1.CCN=C=NCCCN(C)C.Cl>CN(C1C=CN=CC=1)C.CN(C=O)C.C(OCC)(=O)C>[NH:17]([C:29]([O:31][C:32]([CH3:35])([CH3:34])[CH3:33])=[O:30])[C@H:18]([C:26]([NH:1][C@H:2]([C:14]([NH2:16])=[O:15])[CH2:3][C:4]1[CH:9]=[CH:8][CH:7]=[C:6]([C:10]([CH3:13])([CH3:11])[CH3:12])[CH:5]=1)=[O:27])[CH2:19][CH:20]1[CH2:25][CH2:24][CH2:23][CH2:22][CH2:21]1 |f:3.4|. Reported procedure: To a solution of 205 mg (0.932 mmol) of Phe(3-tBu)-NH2, 351 mg (1.21 mmol) of Boc-Cha-OH, 164 mg (1.21 mmol) of HOBT and 148 mg (1.21 mmol) of DMAP in 4 ml of DMF, 232 mg (1.21 mmol) of WSCI.HCl was added under cooling with ice and the mixture was stirred at room temperature for 1 hour. The reaction mixture was diluted with ethyl acetate and washed first with saturated aqueous NaHCO3, then with water and finally with saturated brine. The organic layer was dried with anhydrous magnesium sulfate a... Reported procedure: Gazzetta Chimica Italiana, 87, p. 1147 (1957) describes, as a method for producing a halogen-substituted phthalide, for example, a method in which tetrachlorophthalic anhydride is reacted with lithium aluminum hydride to obtain 4,5,6,7-tetrachloro-1(3H)-isobenzofuranone. As a reaction SMILES: [Cl:1][C:2]1[C:3]([Cl:15])=[C:4]([Cl:14])[C:5]([Cl:13])=[C:6]2[C:11](=O)[O:10][C:8](=[O:9])[C:7]=12.[H-].[Al+3].[Li+].[H-].[H-].[H-]>>[Cl:13][C:5]1[C:4]([Cl:14])=[C:3]([Cl:15])[C:2]([Cl:1])=[C:7]2[C:6]=1[CH2:11][O:10][C:8]2=[O:9] |f:1.2.3.4.5.6|. Yields the product ClC1=C2COC(C2=C(C(=C1Cl)Cl)Cl)=O (4,5,6,7-tetrachloro-1(3H)-isobenzofuranone). Reactants: ClC=1C(=C(C(=C2C1C(=O)OC2=O)Cl)Cl)Cl (tetrachlorophthalic anhydride), [H-].[Al+3].[Li+].[H-].[H-].[H-] (lithium aluminum hydride). The reactants are [H-].[Na+] (Sodium hydride), COC=1C=CC(=C2C=CC(N(C12)C)=O)CCC(C(=O)OCC)C(=O)OCC (diethyl 2-[2-(8-methoxy-1-methyl-2-oxo-1,2-dihydroquinolin-5-yl)ethyl]malonate), ClN1C(CCC1=O)=O (N-chlorosuccinimide), Cl (hydrochloric acid), [H][H] (hydrogen). Run in C1CCOC1 (THF), ClCCl (dichloromethane). Yields the product ClC(C(=O)OCC)(C(=O)OCC)CCC1=C2C=CC(N(C2=C(C=C1)OC)C)=O (diethyl 2-chloro-2-[2-(8-methoxy-1-methyl-2-oxo-1,2-dihydroquinolin-5-yl)ethyl]malonate). Isolated yield 121.8%. As a reaction SMILES: [H-].[Na+].[CH3:3][O:4][C:5]1[CH:6]=[CH:7][C:8]([CH2:17][CH2:18][CH:19]([C:25]([O:27][CH2:28][CH3:29])=[O:26])[C:20]([O:22][CH2:23][CH3:24])=[O:21])=[C:9]2[C:14]=1[N:13]([CH3:15])[C:12](=[O:16])[CH:11]=[CH:10]2.[H][H].[Cl:32]N1C(=O)CCC1=O.Cl>ClCCl.C1COCC1>[Cl:32][C:19]([CH2:18][CH2:17][C:8]1[CH:7]=[CH:6][C:5]([O:4][CH3:3])=[C:14]2[C:9]=1[CH:10]=[CH:11][C:12](=[O:16])[N:13]2[CH3:15])([C:20]([O:22][CH2:23][CH3:24])=[O:21])[C:25]([O:27][CH2:28][CH3:29])=[O:26] |f:0.1|. Reported procedure: Sodium hydride (60% in oil) (0.21 g) was added under ice cooling to a THF solution (30 ml) of 1.79 g of diethyl 2-[2-(8-methoxy-1-methyl-2-oxo-1,2-dihydroquinolin-5-yl)ethyl]malonate, and stirring was carried out until the generation of hydrogen stopped. N-chlorosuccinimide (0.7 g) was added, followed by stirring for 1.5 hours. The reaction mixture was added to cold hydrochloric acid, and extraction with dichloromethane was performed. The extract was dried over anhydrous sodium sulfate, and conc...